From a dataset of the Open Reaction Database (ORD), a public repository of structured organic reaction records. describe an organic reaction: reactants, conditions, products, and yield Starting materials: ice water, CCO (EtOH), OC=1C(=CC(=C(OCC(=O)OCC)C1)C)C(CCC=1SC2=C(C1CCC)C=CC(=C2)C(F)(F)F)=NO (ethyl 5-hydroxy-4-[1-hydroxyimino-3-[3-propyl-6-(trifluoromethyl)-benzothiophen-2-yl]propyl]-2-methylphenoxyacetate), O.[OH-].[Li+] (lithium hydroxide monohydrate), Cl (HCl). Solvent: O (H2O). Product: OC=1C(=CC(=C(OCC(=O)O)C1)C)C(CCC=1SC2=C(C1CCC)C=CC(=C2)C(F)(F)F)=NO (5-Hydroxy-4-[1-hydroxyimino-3-[3-propyl-6-(trifluoromethyl)-benzothiophen-2-yl]propyl]-2-methylphenoxyacetic acid). Yield: 112.9%. Reaction SMILES: CCO.[OH:4][C:5]1[C:6]([C:19](=[N:38][OH:39])[CH2:20][CH2:21][C:22]2[S:23][C:24]3[CH:33]=[C:32]([C:34]([F:37])([F:36])[F:35])[CH:31]=[CH:30][C:25]=3[C:26]=2[CH2:27][CH2:28][CH3:29])=[CH:7][C:8]([CH3:18])=[C:9]([CH:17]=1)[O:10][CH2:11][C:12]([O:14]CC)=[O:13].O.[OH-].[Li+].Cl>O>[OH:4][C:5]1[C:6]([C:19](=[N:38][OH:39])[CH2:20][CH2:21][C:22]2[S:23][C:24]3[CH:33]=[C:32]([C:34]([F:36])([F:37])[F:35])[CH:31]=[CH:30][C:25]=3[C:26]=2[CH2:27][CH2:28][CH3:29])=[CH:7][C:8]([CH3:18])=[C:9]([CH:17]=1)[O:10][CH2:11][C:12]([OH:14])=[O:13] |f:2.3.4|. Procedure: To a mixture of EtOH (0.2 mL) and H2O (0.1 mL) was suspended ethyl 5-hydroxy-4-[1-hydroxyimino-3-[3-propyl-6-(trifluoromethyl)-benzothiophen-2-yl]propyl]-2-methylphenoxyacetate (7.5 mg, 0.0143 mmol) obtained above. After the addition of lithium hydroxide monohydrate (1.8 mg, 0.0429 mmol), the mixture was heated for 1 hour under reflux, and then allowed to cool to room temperature and added ice-water. The mixture was acidified by addition of 1M HCl, and extracted with ethyl acetate. The organic l... The reactants are C1COCCO1, ClCCl, Cl, CC(C)(C)OC(=O)N1CCc2c(cnc3[nH]nc(-c4ccccc4)c23)C1. The product is [Cl-], c1ccc(-c2n[nH]c3ncc4c(c23)CC[NH2+]C4)cc1. RXN SMILES: [CH2:28]1[O:29][CH2:30][CH2:31][O:32][CH2:33]1.[Cl:34][CH2:35][Cl:36].[ClH:27].[c:1]1(-[c:7]2[n:8][nH:9][c:10]3[n:11][cH:12][c:13]4[c:18]([c:19]23)[CH2:17][CH2:16][N:15]([C:20]([O:21][C:22]([CH3:23])([CH3:24])[CH3:25])=[O:26])[CH2:14]4)[cH:2][cH:3][cH:4][cH:5][cH:6]1>>[Cl-:27].[c:1]1(-[c:7]2[n:8][nH:9][c:10]3[n:11][cH:12][c:13]4[c:18]([c:19]23)[CH2:17][CH2:16][NH2+:15][CH2:14]4)[cH:2][cH:3][cH:4][cH:5][cH:6]1. Reactants: COc1ccc(F)c(CC2CCNCC2)c1, O=C1CCC(c2ccc3c(c2)OCO3)CC1. Product: COc1ccc(F)c(CC2CCN(C3CCC(c4ccc5c(c4)OCO5)CC3)CC2)c1. Reaction SMILES: [F:17][c:18]1[c:19]([CH2:20][CH:21]2[CH2:22][CH2:23][NH:24][CH2:25][CH2:26]2)[cH:27][c:28]([O:31][CH3:32])[cH:29][cH:30]1.[O:1]1[CH2:2][O:3][c:4]2[c:5]1[cH:6][cH:7][c:8]([CH:10]1[CH2:11][CH2:12][C:13](=[O:16])[CH2:14][CH2:15]1)[cH:9]2>>[O:1]1[CH2:2][O:3][c:4]2[c:5]1[cH:6][cH:7][c:8]([CH:10]1[CH2:11][CH2:12][CH:13]([N:24]3[CH2:23][CH2:22][CH:21]([CH2:20][c:19]4[c:18]([F:17])[cH:30][cH:29][c:28]([O:31][CH3:32])[cH:27]4)[CH2:26][CH2:25]3)[CH2:14][CH2:15]1)[cH:9]2. Reactants: C(C)(C)(C)OC(=O)N1CCN(CC1)S(=O)(=O)C=1N(C2=CC=C(C=C2C1)Cl)S(=O)(=O)C1=CC=CC=C1 (1-tert-butoxycarbonyl-4-[(5-chloro-1-phenylsulfonylindol-2-yl)sulfonyl]piperazine), CO (methanol), [OH-].[Na+] (sodium hydroxide), [Cl-].[NH4+] (ammonium chloride). Solvent: ClCCl (dichloromethane), O (Water). Conditions: time 1 hour. Yields the product C(C)(C)(C)OC(=O)N1CCN(CC1)S(=O)(=O)C=1NC2=CC=C(C=C2C1)Cl (1-tert-Butoxycarbonyl-4-[(5-chloroindol-2-yl)sulfonyl]piperazine). As a reaction SMILES: [C:1]([O:5][C:6]([N:8]1[CH2:13][CH2:12][N:11]([S:14]([C:17]2[N:18](S(C3C=CC=CC=3)(=O)=O)[C:19]3[C:24]([CH:25]=2)=[CH:23][C:22]([Cl:26])=[CH:21][CH:20]=3)(=[O:16])=[O:15])[CH2:10][CH2:9]1)=[O:7])([CH3:4])([CH3:3])[CH3:2].CO.[OH-].[Na+].[Cl-].[NH4+]>ClCCl.O>[C:1]([O:5][C:6]([N:8]1[CH2:9][CH2:10][N:11]([S:14]([C:17]2[NH:18][C:19]3[C:24]([CH:25]=2)=[CH:23][C:22]([Cl:26])=[CH:21][CH:20]=3)(=[O:15])=[O:16])[CH2:12][CH2:13]1)=[O:7])([CH3:4])([CH3:2])[CH3:3] |f:2.3,4.5|. Procedure details: To 1-tert-butoxycarbonyl-4-[(5-chloro-1-phenylsulfonylindol-2-yl)sulfonyl]piperazine (4.84 g), a 0.5N methanol solution of sodium hydroxide (20 ml) was added, followed by stirring at room temperature for 1 hour. Under ice cooling, a saturated aqueous solution of ammonium chloride was added to the reaction mixture. Water and dichloromethane were then added to separate the organic layer. The organic layer was dried over anhydrous sodium sulfate. The residue obtained by distilling off the solvent u...